From a dataset of the Open Reaction Database (ORD), a public repository of structured organic reaction records. describe an organic reaction: reactants, conditions, products, and yield Starting materials: C1=NC=CC=2C(=CC=CC12)B(O)O (isoquinolin-5-boronic acid), I (hydroiodic acid), ClC1=NC=NC(=C1)Cl (4,6-dichloropyrimidine), chloro. The product is IC1=NC=NC(=C1)C1=C2C=CN=CC2=CC=C1 (4-Iodo-6-(isoquinolin-5-yl)pyrimidine). As a reaction SMILES: [CH:1]1[C:10]2[CH:9]=[CH:8][CH:7]=[C:6](B(O)O)[C:5]=2[CH:4]=[CH:3][N:2]=1.Cl[C:15]1[CH:20]=[C:19](Cl)[N:18]=[CH:17][N:16]=1.[IH:22]>>[I:22][C:15]1[CH:20]=[C:19]([C:6]2[CH:7]=[CH:8][CH:9]=[C:10]3[C:5]=2[CH:4]=[CH:3][N:2]=[CH:1]3)[N:18]=[CH:17][N:16]=1. Procedure: The compound was prepared according to Example 1 using isoquinolin-5-boronic acid and 4,6-dichloropyrimidine. The resultant chloro compound was converted to iodo with hydroiodic acid as described in the general procedure.